Task: describe an organic reaction: reactants, conditions, products, and yield. Dataset: the Open Reaction Database (ORD), a public repository of structured organic reaction records Starting materials: C(C)(C)(C)C1=C(OCC2CN(CC2)C(CC(=O)OCC)=O)C=CC(=C1)F (ethyl 3-{3-[(2-tert-butyl-4-fluorophenoxy)methyl]pyrrolidin-1-yl}-3-oxopropanoate), [OH-].[Li+] (lithium hydroxide), Cl (hydrochloric acid). Run in C1CCOC1 (THF). Run at time 3 hour. Product: C(C)(C)(C)C1=C(OCC2CN(CC2)C(CC(=O)O)=O)C=CC(=C1)F (3-{3-[(2-tert-butyl-4-fluorophenoxy)methyl]pyrrolidin-1-yl}-3-oxopropanoic acid). Yield: 97.6%. As a reaction SMILES: [C:1]([C:5]1[CH:25]=[C:24]([F:26])[CH:23]=[CH:22][C:6]=1[O:7][CH2:8][CH:9]1[CH2:13][CH2:12][N:11]([C:14](=[O:21])[CH2:15][C:16]([O:18]CC)=[O:17])[CH2:10]1)([CH3:4])([CH3:3])[CH3:2].[OH-].[Li+].Cl>C1COCC1>[C:1]([C:5]1[CH:25]=[C:24]([F:26])[CH:23]=[CH:22][C:6]=1[O:7][CH2:8][CH:9]1[CH2:13][CH2:12][N:11]([C:14](=[O:21])[CH2:15][C:16]([OH:18])=[O:17])[CH2:10]1)([CH3:4])([CH3:2])[CH3:3] |f:1.2|. Procedure: To a stirred solution of ethyl 3-{3-[(2-tert-butyl-4-fluorophenoxy)methyl]pyrrolidin-1-yl}-3-oxopropanoate (434 mg, 1.19 mmol) obtained in Example 214 in THF (5.0 ml) was added lithium hydroxide (1.0M aqueous solution, 5.0 mL, 5.0 mmol) at room temperature. After 3 hr, the reaction mixture was adjusted to about pH 1 with 1.0N hydrochloric acid. The obtained solution was concentrated under reduced pressure, and to the mixture was extracted with ethyl acetate. The organic layer was washed with sat... The product is COC(=O)c1cc(Cl)ccc1NC(=O)COCC(=O)Nc1cccc(-c2ccon2)c1. As a reaction SMILES: [Cl:13][c:14]1[cH:15][c:16]([C:29](=[O:30])[O:31][CH3:32])[c:17]([NH:20][C:21]([CH2:22][O:23][CH2:24][C:25](=[O:26])[OH:27])=[O:28])[cH:18][cH:19]1.[o:1]1[n:2][c:3](-[c:6]2[cH:7][c:8]([NH2:9])[cH:10][cH:11][cH:12]2)[cH:4][cH:5]1>>[o:1]1[n:2][c:3](-[c:6]2[cH:7][c:8]([NH:9][C:25]([CH2:24][O:23][CH2:22][C:21]([NH:20][c:17]3[c:16]([C:29](=[O:30])[O:31][CH3:32])[cH:15][c:14]([Cl:13])[cH:19][cH:18]3)=[O:28])=[O:26])[cH:10][cH:11][cH:12]2)[cH:4][cH:5]1. Reactants: COC(=O)c1cc(Cl)ccc1NC(=O)COCC(=O)O, Nc1cccc(-c2ccon2)c1. Run in C1CCOC1 (THF). Yields the product C(#N)C1(CCN(CC1)CC=1C=C(C(N2C=CC=CC12)=O)C(=O)OCC)C1=NC=CC=C1C=C (ethyl 1-{[4-cyano-4-(3-vinylpyridin-2-yl)piperidin-1-yl]methyl}-4-oxo-4H-quinolizine-3-carboxylate). Reaction conditions: temperature 160 celsius. RXN SMILES: Br[C:2]1[C:3]([C:8]2([C:31]#[N:32])[CH2:13][CH2:12][N:11]([CH2:14][C:15]3[CH:16]=[C:17]([C:26]([O:28][CH2:29][CH3:30])=[O:27])[C:18](=[O:25])[N:19]4[C:24]=3[CH:23]=[CH:22][CH:21]=[CH:20]4)[CH2:10][CH2:9]2)=[N:4][CH:5]=[CH:6][CH:7]=1.[CH:33]([B-](F)(F)F)=[CH2:34].[K+].C(=O)([O-])[O-].[Cs+].[Cs+]>C1COCC1.CC(C)([P](C(C)(C)C)([Pd][P](C(C)(C)C)(C(C)(C)C)C(C)(C)C)C(C)(C)C)C>[C:31]([C:8]1([C:3]2[C:2]([CH:33]=[CH2:34])=[CH:7][CH:6]=[CH:5][N:4]=2)[CH2:13][CH2:12][N:11]([CH2:14][C:15]2[CH:16]=[C:17]([C:26]([O:28][CH2:29][CH3:30])=[O:27])[C:18](=[O:25])[N:19]3[C:24]=2[CH:23]=[CH:22][CH:21]=[CH:20]3)[CH2:10][CH2:9]1)#[N:32] |f:1.2,3.4.5,^1:53,59|. Reactants: C(=C)[B-](F)(F)F.[K+] (potassium vinyltrifluoroborate), C([O-])([O-])=O.[Cs+].[Cs+] (cesium carbonate), BrC=1C(=NC=CC1)C1(CCN(CC1)CC=1C=C(C(N2C=CC=CC12)=O)C(=O)OCC)C#N (ethyl 1-{[4-(3-bromopyridin-2-yl)-4-cyanopiperidin-1-yl]methyl}-4-oxo-4H-quinolizine-3-carboxylate). The reagents and catalysts are CC(C)([P](C(C)(C)C)([Pd][P](C(C)(C)C)(C(C)(C)C)C(C)(C)C)C(C)(C)C)C (bis(tri-tert-butylphosphine)palladium(0)). Reported procedure: In a 2-5 mL Emrys™ process vial, the ethyl 1-{[4-(3-bromopyridin-2-yl)-4-cyanopiperidin-1-yl]methyl}-4-oxo-4H-quinolizine-3-carboxylate (50 mg, 0.10 mmol) was dissolved in 0.40 mL of anhydrous THF and treated with potassium vinyltrifluoroborate (40.6 mg, 0.30 mmol) and 1M cesium carbonate solution (0.20 mL, 0.20 mmol). The reaction was purged with a stream of nitrogen, charged with bis(tri-tert-butylphosphine)palladium(0) (5.2 mg, 0.010 mmol), and heated via Emrys Optimizer™ microwave to 160° C.... Reactants: C(C)OC(CCCOC1=C(C(=CC=C1)CCCCCCOC1=CC(=CC(=C1)C=1C=NC=CC1)C=1C=NC=CC1)CCC(=O)OCC)=O (4-{3-[6-(3,5-di-pyridin-3-yl-phenoxy)-hexyl]-2-(2-ethoxycarbonyl-ethyl)-phenoxy}-butyric acid ethyl ester), [OH-].[Na+] (NaOH). The product is C(=O)(O)CCC1=C(OCCCC(=O)O)C=CC=C1CCCCCCOC1=CC(=CC(=C1)C=1C=NC=CC1)C=1C=NC=CC1 (4-{2-(2-carboxy-ethyl)-3-[6-(3,5-di-pyridin-3-yl-phenoxy)-hexyl]-phenoxy}-butyric acid). Isolated yield 72.6%. Reaction SMILES: C([O:3][C:4](=[O:47])[CH2:5][CH2:6][CH2:7][O:8][C:9]1[CH:14]=[CH:13][CH:12]=[C:11]([CH2:15][CH2:16][CH2:17][CH2:18][CH2:19][CH2:20][O:21][C:22]2[CH:27]=[C:26]([C:28]3[CH:29]=[N:30][CH:31]=[CH:32][CH:33]=3)[CH:25]=[C:24]([C:34]3[CH:35]=[N:36][CH:37]=[CH:38][CH:39]=3)[CH:23]=2)[C:10]=1[CH2:40][CH2:41][C:42]([O:44]CC)=[O:43])C.[OH-].[Na+]>>[C:42]([CH2:41][CH2:40][C:10]1[C:11]([CH2:15][CH2:16][CH2:17][CH2:18][CH2:19][CH2:20][O:21][C:22]2[CH:27]=[C:26]([C:28]3[CH:29]=[N:30][CH:31]=[CH:32][CH:33]=3)[CH:25]=[C:24]([C:34]3[CH:35]=[N:36][CH:37]=[CH:38][CH:39]=3)[CH:23]=2)=[CH:12][CH:13]=[CH:14][C:9]=1[O:8][CH2:7][CH2:6][CH2:5][C:4]([OH:47])=[O:3])([OH:44])=[O:43] |f:1.2|. Procedure: A similar procedure as described in Example 1, step 3 was used, starting from 4-{3-[6-(3,5-di-pyridin-3-yl-phenoxy)-hexyl]-2-(2-ethoxycarbonyl-ethyl)-phenoxy}-butyric acid ethyl ester (150 mg, 0.26 mmol) and 1.0 N aqueous NaOH (2.5 mL) to afford 4-{2-(2-carboxy-ethyl)-3-[6-(3,5-di-pyridin-3-yl-phenoxy)-hexyl]-phenoxy}-butyric acid (110 mg, 80%) as an amorphous white solid: ES(+)-HRMS m/e calculated for C35H38N2O6 (M+H)+ 583.2803, found 583.2800. Reactants: C(#N)CC1=C(C(=O)N)C=C(C=C1)C (2-Cyanomethyl-5-methylbenzamide), C([O-])([O-])=O.[K+].[K+] (potassium carbonate). The solvent is CO (methanol). Yields the product NC=1NC(C2=CC(=CC=C2C1)C)=O (3-amino-7-methyl-2H-isoquinolin-1-one). Yield: 88.1%. As a reaction SMILES: [C:1]([CH2:3][C:4]1[CH:12]=[CH:11][C:10]([CH3:13])=[CH:9][C:5]=1[C:6]([NH2:8])=[O:7])#[N:2].C(=O)([O-])[O-].[K+].[K+]>CO>[NH2:2][C:1]1[NH:8][C:6](=[O:7])[C:5]2[C:4]([CH:3]=1)=[CH:12][CH:11]=[C:10]([CH3:13])[CH:9]=2 |f:1.2.3|. Procedure details: 2-Cyanomethyl-5-methylbenzamide (10.9 g) was suspended in methanol (100 mL), and 10% aqueous potassium carbonate solution (100 mL) was added. The mixture was heated under reflux for 1 hr. The precipitated crystals were collected by filtration to give 3-amino-7-methyl-2H-isoquinolin-1-one (9.6 g). Reactants: ClC1=NC=NC(=C1)C1=CC2=CC=CC=C2C=C1 (4-chloro-(6-naphthalen-2-yl)pyrimidine), CC1=C(C=C(C=C1)C)B(O)O (2,5-dimethylphenylboronic acid), C([O-])([O-])=O.[Na+].[Na+] (sodium carbonate), CC1=C(C=C(C=C1)C)B(O)O (2,5-dimethylphenylboronic acid), C([O-])([O-])=O.[Na+].[Na+] (sodium carbonate). Reagents/catalysts: Cl[Pd]([P](C1=CC=CC=C1)(C2=CC=CC=C2)C3=CC=CC=C3)([P](C4=CC=CC=C4)(C5=CC=CC=C5)C6=CC=CC=C6)Cl (Pd(PPh3)2Cl2), C1=CC=C(C=C1)P(C2=CC=CC=C2)C3=CC=CC=C3.C1=CC=C(C=C1)P(C2=CC=CC=C2)C3=CC=CC=C3.Cl[Pd]Cl (bis(triphenylphosphine)palladium(II)dichloride). Solvent: O (water), O (water), O (water), C(C)#N (acetonitrile), C(C)#N (acetonitrile). Product: CC1=C(C=C(C=C1)C)C1=NC=NC(=C1)C1=CC2=CC=CC=C2C=C1 (4-(2,5-dimethylphenyl)-6-(naphthalen-2-yl)pyrimidine). Yield: 97.0%. As a reaction SMILES: Cl[C:2]1[CH:7]=[C:6]([C:8]2[CH:17]=[CH:16][C:15]3[C:10](=[CH:11][CH:12]=[CH:13][CH:14]=3)[CH:9]=2)[N:5]=[CH:4][N:3]=1.[CH3:18][C:19]1[CH:24]=[CH:23][C:22]([CH3:25])=[CH:21][C:20]=1B(O)O.C(=O)([O-])[O-].[Na+].[Na+]>C1C=CC(P(C2C=CC=CC=2)C2C=CC=CC=2)=CC=1.C1C=CC(P(C2C=CC=CC=2)C2C=CC=CC=2)=CC=1.Cl[Pd]Cl.O.C(#N)C>[CH3:18][C:19]1[CH:24]=[CH:23][C:22]([CH3:25])=[CH:21][C:20]=1[C:2]1[CH:7]=[C:6]([C:8]2[CH:17]=[CH:16][C:15]3[C:10](=[CH:11][CH:12]=[CH:13][CH:14]=3)[CH:9]=2)[N:5]=[CH:4][N:3]=1 |f:2.3.4,5.6.7|. Procedure: Next, into a recovery flask equipped with a reflux pipe were put 3.3 g of 4-chloro-(6-naphthalen-2-yl)pyrimidine, 2.1 g of 2,5-dimethylphenylboronic acid, 1.5 g of sodium carbonate, 0.11 g of bis(triphenylphosphine)palladium(II)dichloride (abbreviation: Pd(PPh3)2Cl2), 20 mL of water, and 20 mL of acetonitrile, and the air in the flask was replaced with argon. This reaction container was heated by irradiation with microwaves (2.45 GHz, 100 W) for 60 minutes. Here, into the flask were further put ... The reactants are CC1=CC=C(C=C1)C1=C(C=NO1)C(=O)Cl (5-(4-methylphenyl)isoxazole-4-carbonyl chloride), [B-](F)(F)(F)F.CN(C)C(=[N+](C)C)ON1C2=CC=CC=C2N=N1 (o-(benzotriazol-1-yl)-N,N,N′,N′-tetramethyluronium tetrafluoroborate), N1=CC=CC=C1 (pyridine), Cl.C1(=CC=CC=C1)C(O)[C@@H]1NCCC1 (phenyl[(2R)-pyrrolidin-2-yl]methanol hydrochloride). Run in C(C)#N (acetonitrile). Run at temperature 40 celsius, time 2 hour. Product: CC1=CC=C(C=C1)C1=C(C=NO1)C(=O)N1[C@H](CCC1)C(O)C1=CC=CC=C1 (((2R)-1-{[5-(4-Methylphenyl)isoxazol-4-yl]carbonyl}pyrrolidin-2-yl)(phenyl)methanol). RXN SMILES: [CH3:1][C:2]1[CH:7]=[CH:6][C:5]([C:8]2[O:12][N:11]=[CH:10][C:9]=2[C:13](Cl)=[O:14])=[CH:4][CH:3]=1.[B-](F)(F)(F)F.CN(C(ON1N=NC2C1=CC=CC=2)=[N+](C)C)C.N1C=CC=CC=1.Cl.[C:45]1([CH:51]([C@H:53]2[CH2:57][CH2:56][CH2:55][NH:54]2)[OH:52])[CH:50]=[CH:49][CH:48]=[CH:47][CH:46]=1>C(#N)C>[CH3:1][C:2]1[CH:7]=[CH:6][C:5]([C:8]2[O:12][N:11]=[CH:10][C:9]=2[C:13]([N:54]2[CH2:55][CH2:56][CH2:57][C@@H:53]2[CH:51]([C:45]2[CH:50]=[CH:49][CH:48]=[CH:47][CH:46]=2)[OH:52])=[O:14])=[CH:4][CH:3]=1 |f:1.2,4.5|. Procedure details: To a solution of 5-(4-methylphenyl)isoxazole-4-carbonyl chloride (22 mg, 0.11 mmol) in acetonitrile (5 mL) was added o-(benzotriazol-1-yl)-N,N,N′,N′-tetramethyluronium tetrafluoroborate (TBTU) (45 mg, 0.14 mmol, 1.3 eq.), pyridine (34 μL, 0.42 mmol, 4 eq.), and phenyl[(2R)-pyrrolidin-2-yl]methanol hydrochloride (25 mg, 0.12 mmol, 1.1 eq.). The reaction mixture was stirred at ambient temperature for 20 h and at 40° C. for an additional 2 h. The solvent was removed, and the residue was purified by...